From a dataset of the Open Reaction Database (ORD), a public repository of structured organic reaction records. describe an organic reaction: reactants, conditions, products, and yield Starting materials: CCC(=CC=Cc1ccc2c(c1)OCO2)CCBr, CC(C)=O, [I-], [Na+]. Yields the product CCC(=CC=Cc1ccc2c(c1)OCO2)CCI. As a reaction SMILES: [CH2:1]([CH3:2])[C:3]([CH2:4][CH2:5][Br:6])=[CH:7][CH:8]=[CH:9][c:10]1[cH:11][c:12]2[c:13]([cH:14][cH:15]1)[O:16][CH2:17][O:18]2.[CH3:21][C:22](=[O:23])[CH3:24].[I-:20].[Na+:19]>>[CH2:1]([CH3:2])[C:3]([CH2:4][CH2:5][I:20])=[CH:7][CH:8]=[CH:9][c:10]1[cH:11][c:12]2[c:13]([cH:14][cH:15]1)[O:16][CH2:17][O:18]2. The reactants are N1=CNC2=C1C=CC=C2 (benzimidazole), [H-].[Na+] (sodium hydride), O (water), ClCC=1SC=CC1 (2-chloromethylthiophene). The solvent is CN(C=O)C (dimethylformamide). Conditions: time 30 minute. Product: S1C(=CC=C1)CN1C=NC2=C1C=CC=C2 (1-(2-thienylmethyl)benzimidazole). RXN SMILES: [N:1]1[C:5]2[CH:6]=[CH:7][CH:8]=[CH:9][C:4]=2[NH:3][CH:2]=1.[H-].[Na+].Cl[CH2:13][C:14]1[S:15][CH:16]=[CH:17][CH:18]=1.O>CN(C)C=O>[S:15]1[CH:16]=[CH:17][CH:18]=[C:14]1[CH2:13][N:1]1[C:5]2[CH:6]=[CH:7][CH:8]=[CH:9][C:4]=2[N:3]=[CH:2]1 |f:1.2|. Procedure details: To 11.81 g of benzimidazole in 50 ml of dimethylformamide was added 4.8 g of 50% sodium hydride in oil over 30 minutes. After stirring 30 minutes, 13.25 g of 2-chloromethylthiophene was added over a period of 30 minutes, and the reaction mixture stirred at room temperature overnight. The mixture was poured into water and the pH adjusted to 1.5. After extracting with ether, the pH was raised to 11 and precipitated product was filtered and dried, 19.9 g. Starting materials: C(C)(C)(C)OC(NC1=CC=C(C=C1)CC1=CC=C(C=C1)N)=O ([4-(4-aminobenzyl)phenyl]carbamic acid tert-butyl ester), C(F)(F)(F)C(=O)CC(=O)OCC (CF3COCH2CO2Et), C(F)(F)(F)C(=O)CC(=O)OCC (CF3COCH2CO2Et). The solvent is C1(=CC=CC=C1)C (PhMe), C1(=CC=CC=C1)C (PhMe). Conditions: temperature -15 celsius. The product is C(C)(C)(C)OC(NC1=CC=C(C=C1)CC1=CC=C(C=C1)NC(CC(C(F)(F)F)=O)=O)=O ({4-[4-(4,4,4-trifluoro-3-oxobutyrylamino)benzyl]phenyl}carbamic acid tert-butyl ester). The yield is 88.4%. Reaction SMILES: [C:1]([O:5][C:6](=[O:22])[NH:7][C:8]1[CH:13]=[CH:12][C:11]([CH2:14][C:15]2[CH:20]=[CH:19][C:18]([NH2:21])=[CH:17][CH:16]=2)=[CH:10][CH:9]=1)([CH3:4])([CH3:3])[CH3:2].[C:23]([C:27]([CH2:29][C:30](OCC)=[O:31])=[O:28])([F:26])([F:25])[F:24]>C1(C)C=CC=CC=1>[C:1]([O:5][C:6](=[O:22])[NH:7][C:8]1[CH:13]=[CH:12][C:11]([CH2:14][C:15]2[CH:16]=[CH:17][C:18]([NH:21][C:30](=[O:31])[CH2:29][C:27](=[O:28])[C:23]([F:26])([F:25])[F:24])=[CH:19][CH:20]=2)=[CH:10][CH:9]=1)([CH3:4])([CH3:2])[CH3:3]. Reported procedure: A solution of [4-(4-aminobenzyl)phenyl]carbamic acid tert-butyl ester (1.26 g, 4.2 mmol) in PhMe (15 mL) was treated with a PhMe (10 mL) solution of CF3COCH2CO2Et (0.79 g, 4.3 mmol), before being heated under reflux for 1 h. More CF3COCH2CO2Et (0.40 g, 2.2 mmol) was added, & the mixture was heated under reflux for 1.5 h. The precipitate generated when the mixture was cooled to −15° C. was collected to give {4-[4-(4,4,4-trifluoro-3-oxobutyrylamino)benzyl]phenyl}carbamic acid tert-butyl ester (1.6... Starting materials: BrCCOC1CCCCO1, [H-], [Na+], CN(C)C=O, COC(=O)CO. Yields the product COC(=O)COCCOC1CCCCO1. Reaction SMILES: [Br:9][CH2:10][CH2:11][O:12][CH:13]1[O:14][CH2:15][CH2:16][CH2:17][CH2:18]1.[H-:2].[Na+:1].[O:19]=[CH:20][N:21]([CH3:22])[CH3:23].[OH:3][CH2:4][C:5](=[O:6])[O:7][CH3:8]>>[O:3]([CH2:4][C:5](=[O:6])[O:7][CH3:8])[CH2:10][CH2:11][O:12][CH:13]1[O:14][CH2:15][CH2:16][CH2:17][CH2:18]1. Reactants: NC1=C(C=C(C#N)C=C1)NC1CCN(CC1)C1CCOCC1 (4-Amino-3-{[1-(tetrahydro-2H-pyran-4-yl)-4-piperidinyl]amino}-benzonitrile), ClC(C)Cl (dichloroethane), Cl (HCl), C(C)(C)N(CC)C(C)C (diisopropylethylamine), ClC(Cl)(OC(OC(Cl)(Cl)Cl)=O)Cl (triphosgene). Solvent: O1CCOCC1 (dioxane). Reaction conditions: time 5 minute. Product: Cl.O=C1N(C2=C(N1)C=CC(=C2)C#N)C2CCN(CC2)C2CCOCC2 (2-Oxo-3-[1-(tetrahydro-2H-pyran-4-yl)-4-piperidinyl]-2,3-dihydro-1H-benzimidazole-5-carbonitrile hydrochloride). Reaction SMILES: [NH2:1][C:2]1[CH:9]=[CH:8][C:5]([C:6]#[N:7])=[CH:4][C:3]=1[NH:10][CH:11]1[CH2:16][CH2:15][N:14]([CH:17]2[CH2:22][CH2:21][O:20][CH2:19][CH2:18]2)[CH2:13][CH2:12]1.C(N(C(C)C)CC)(C)C.[Cl:32][C:33](Cl)([O:35]C(=O)OC(Cl)(Cl)Cl)Cl.ClC(Cl)C.Cl>O1CCOCC1>[ClH:32].[O:35]=[C:33]1[NH:1][C:2]2[CH:9]=[CH:8][C:5]([C:6]#[N:7])=[CH:4][C:3]=2[N:10]1[CH:11]1[CH2:12][CH2:13][N:14]([CH:17]2[CH2:22][CH2:21][O:20][CH2:19][CH2:18]2)[CH2:15][CH2:16]1 |f:6.7|. Reported procedure: 4-Amino-3-{[1-(tetrahydro-2H-pyran-4-yl)-4-piperidinyl]amino}benzonitrile (D59, 240 mg, 0.0008 mol, 1 eq), diisopropylethylamine (140 mg, 0.00104 mol, 1.3 eq), triphosgene (70 mg, 0.00024 mol, 0.3 eq), and dichloroethane (20 ml) were combined. After 5 min, 4 ml of 4M HCl in dioxane were added, the reaction evaporated, the residue dissolved in methanol and purified exactly as in Example 1, where A=H2O and B=CH3CN to produce the title compound as a white solid. MS (ESI): 327 [M+H]+. Starting materials: ClC=1N=C(C(=NC1)N(S(=O)(=O)C1=C(C(=CC=C1)Cl)Cl)COCCO[Si](C)(C)C)OC (N-(5-chloro-3-methoxy-2-pyrazinyl)-2,3-dichloro-N-({2-[(trimethylsilyl)oxy]ethoxy}methyl)benzenesulphonamide), CN1C(CCC1)=O (N-methylpyrrolidinone), N1=CC(=CC=C1)CO (pyridine-3-methanol), [H-].[Na+] (sodium hydride). Product: Cl.ClC1=C(C=CC=C1Cl)S(=O)(=O)NC1=NC=C(N=C1OC)OCC1=NC=CC=C1 (2,3-Dichloro-N-[3-methoxy-5-(2-pyridinylmethoxy)-2-pyrazinyl]benzenesulphonamide Hydrochloride). RXN SMILES: [Cl:1][C:2]1[N:3]=[C:4]([O:29][CH3:30])[C:5]([N:8](COCCO[Si](C)(C)C)[S:9]([C:12]2[CH:17]=[CH:16][CH:15]=[C:14]([Cl:18])[C:13]=2[Cl:19])(=[O:11])=[O:10])=[N:6][CH:7]=1.[N:31]1[CH:36]=[CH:35][CH:34]=[C:33](CO)[CH:32]=1.[H-].[Na+].CN1CCC[C:43]1=[O:47]>>[ClH:1].[Cl:19][C:13]1[C:14]([Cl:18])=[CH:15][CH:16]=[CH:17][C:12]=1[S:9]([NH:8][C:5]1[C:4]([O:29][CH3:30])=[N:3][C:2]([O:47][CH2:43][C:36]2[CH:35]=[CH:34][CH:33]=[CH:32][N:31]=2)=[CH:7][N:6]=1)(=[O:10])=[O:11] |f:2.3,5.6|. Procedure: Procedure as for Example 115 using N-(5-chloro-3-methoxy-2-pyrazinyl)-2,3-dichloro-N-({2-[(trimethylsilyl)oxy]ethoxy}methyl)benzenesulphonamide (Example 115a) (0.5 g), pyridine-3-methanol (0.11 g) and sodium hydride (0.05 g of a 60% dispersion in oil) in N-methylpyrrolidinone (5 mL). Yield 0.23 g. Reactants: C1(=CC=CC=C1)C(C(=O)N)(CCCNC)C1=CC=CC=C1 (2,2-diphenyl-5-methylaminopentanamide), BrCCC=1C=CC2=C(CCO2)C1 (5-(2-bromoethyl)-2,3-dihydrobenzofuran), C([O-])([O-])=O.[K+].[K+] (potassium carbonate). Run in C(C)#N (acetonitrile). Product: C1(=CC=CC=C1)C(C(=O)N)(CCCN(C)CCC=1C=CC2=C(CCO2)C1)C1=CC=CC=C1 (2,2-diphenyl-5-[N-{2-(2,3-dihydrobenzofur-5-yl)ethyl}-N-methylamino]pentanamide). As a reaction SMILES: [C:1]1([C:7]([C:16]2[CH:21]=[CH:20][CH:19]=[CH:18][CH:17]=2)([CH2:11][CH2:12][CH2:13][NH:14][CH3:15])[C:8]([NH2:10])=[O:9])[CH:6]=[CH:5][CH:4]=[CH:3][CH:2]=1.Br[CH2:23][CH2:24][C:25]1[CH:26]=[CH:27][C:28]2[O:32][CH2:31][CH2:30][C:29]=2[CH:33]=1.C(=O)([O-])[O-].[K+].[K+]>C(#N)C>[C:1]1([C:7]([C:16]2[CH:21]=[CH:20][CH:19]=[CH:18][CH:17]=2)([CH2:11][CH2:12][CH2:13][N:14]([CH2:23][CH2:24][C:25]2[CH:26]=[CH:27][C:28]3[O:32][CH2:31][CH2:30][C:29]=3[CH:33]=2)[CH3:15])[C:8]([NH2:10])=[O:9])[CH:2]=[CH:3][CH:4]=[CH:5][CH:6]=1 |f:2.3.4|. Reported procedure: A mixture containing 2,2-diphenyl-5-methylaminopentanamide (0.3--see Preparation 3), 5-(2-bromoethyl)-2,3-dihydrobenzofuran (0.242 g--see Preparation 20), anhydrous potassium carbonate (0.4 g) and acetonitrile (10 ml) was heated under reflux for 5 hours. The mixture was concentrated in vacuo and the residue partitioned between dichloromethane (30 ml) and 10% aqueous potassium carbonate (30 ml). The layers were separated and the aqueous layer extracted with dichloromethane (3×20 ml). The combined...